From a dataset of the Open Reaction Database (ORD), a public repository of structured organic reaction records. describe an organic reaction: reactants, conditions, products, and yield The reactants are C=C (ethylene), C(C(=C)C)(=O)OC (methyl methacrylate), C1(\C=C/C(=O)O1)=O (maleic anhydride). Product: C=C.C(C(=C)C)(=O)OC.C1(\C=C/C(=O)O1)=O (Ethylene/methyl methacrylate maleic anhydride). RXN SMILES: C=C.[C:3]([O:8][CH3:9])(=[O:7])[C:4]([CH3:6])=[CH2:5].[C:10]1(=[O:16])[O:15][C:13](=[O:14])[CH:12]=[CH:11]1>>[CH2:3]=[CH2:4].[C:3]([O:8][CH3:9])(=[O:7])[C:4]([CH3:6])=[CH2:5].[C:13]1(=[O:14])[O:15][C:10](=[O:16])[CH:11]=[CH:12]1 |f:3.4.5|. Reported procedure: (MFR=8.1 g/10 min, ethylene content=89.1% by weight, methyl methacrylate content=7.8% by weight and maleic anhydride content=3.1% by weight) Starting materials: BrC1=CSC2=C1SC=C2C2=CN=C(N2COCC[Si](C)(C)C)[C@H]2N(CCC2)C(=O)OC(C)(C)C ((2S)-tert-butyl 2-(5-(6-bromothieno[3,2-b]thiophen-3-yl)-1-{[2-(trimethylsilyl)ethoxy]methyl}-1H-imidazol-2-yl)pyrrolidine-1-carboxylate), [I-].[Na+] (sodium iodide). Reagents/catalysts: [Cu]I (CuI). Solvent: O (water), O1CCOCC1 (dioxane). Reaction conditions: temperature 110 celsius, time 5 day. Yields the product IC1=CSC2=C1SC=C2C2=CN=C(N2COCC[Si](C)(C)C)[C@H]2N(CCC2)C(=O)OC(C)(C)C ((2S)-tert-butyl 2-(5-(6-iodothieno[3,2-b]thiophen-3-yl)-1-{[2-(trimethylsilyl)ethoxy]methyl}-1H-imidazol-2-yl)pyrrolidine-1-carboxylate). Isolated yield 34.1%. As a reaction SMILES: Br[C:2]1[C:6]2[S:7][CH:8]=[C:9]([C:10]3[N:14]([CH2:15][O:16][CH2:17][CH2:18][Si:19]([CH3:22])([CH3:21])[CH3:20])[C:13]([C@@H:23]4[CH2:27][CH2:26][CH2:25][N:24]4[C:28]([O:30][C:31]([CH3:34])([CH3:33])[CH3:32])=[O:29])=[N:12][CH:11]=3)[C:5]=2[S:4][CH:3]=1.[I-:35].[Na+]>O1CCOCC1.O.[Cu]I>[I:35][C:2]1[C:6]2[S:7][CH:8]=[C:9]([C:10]3[N:14]([CH2:15][O:16][CH2:17][CH2:18][Si:19]([CH3:22])([CH3:21])[CH3:20])[C:13]([C@@H:23]4[CH2:27][CH2:26][CH2:25][N:24]4[C:28]([O:30][C:31]([CH3:34])([CH3:33])[CH3:32])=[O:29])=[N:12][CH:11]=3)[C:5]=2[S:4][CH:3]=1 |f:1.2|. Procedure details: A mixture of 0.715 mmol), (S)-2-[1-(tert-butoxycarbonyl)pyrrolidin-2-yl]-1-[2-(trimethylsilyl)ethoxymethyl]-1H-imidazol-5-ylboronic acid (3.37), 3,6-dibromothieno[3,2-b]thiophene (3.38) (213 mg, (294 mg, 0.715 mmol), Na2CO3 (303 mg, 2.86 mmol) and Pd(PPh3)4 (83 mg, 0.072 mmol) in DMF (10 mL) and water (1 mL) was stirred under aa at 85° C. for 48 h. After the reaction was completed, the mixture was diluted with water, extracted with DCM, washed with water, dried over Na2SO4, rotovapped and subjec... Reactants: C(C1=CC=CC=C1)N1C=CC2=CC=C(C=C12)CC(=O)O (2-(1-benzyl-1H-indole-6-yl)acetic acid), ClN1C(CCC1=O)=O (N-chlorosuccinimide), Cl (hydrochloric acid). The solvent is O1CCCC1 (tetrahydrofuran). Run at time 1 hour. Product: C(C1=CC=CC=C1)N1C=C(C2=CC=C(C=C12)CC(=O)O)Cl (2-(1-benzyl-3-chloro-1H-indole-6-yl)acetic acid). Yield: 32.6%. RXN SMILES: [CH2:1]([N:8]1[C:16]2[C:11](=[CH:12][CH:13]=[C:14]([CH2:17][C:18]([OH:20])=[O:19])[CH:15]=2)[CH:10]=[CH:9]1)[C:2]1[CH:7]=[CH:6][CH:5]=[CH:4][CH:3]=1.[Cl:21]N1C(=O)CCC1=O.Cl>O1CCCC1>[CH2:1]([N:8]1[C:16]2[C:11](=[CH:12][CH:13]=[C:14]([CH2:17][C:18]([OH:20])=[O:19])[CH:15]=2)[C:10]([Cl:21])=[CH:9]1)[C:2]1[CH:3]=[CH:4][CH:5]=[CH:6][CH:7]=1. Procedure: To a solution of the compound [4] obtained in Example 4 (82 mg) in tetrahydrofuran (1 mL) was added N-chlorosuccinimide (26 mg) at room temperature, and then the reaction mixture was stirred at room temperature for 1 hour. To the reaction mixture was added 4N-hydrochloric acid for acidification, and then extracted with ethyl acetate. The obtained organic layer was dried over anhydrous sodium sulfate, filtered, and the filtrate was concentrated under reduced pressure. The obtained residue was pur... Reactants: COC1=CC=2C[C@H]([C@H]3[C@@H]4CC[C@@H]([C@@]4(C)CC[C@@H]3C2C=C1)O)CC=C (3-methoxy-7α-(2-propenyl)estra-1,3,5(10)-trien-17β-ol), FC(CCCC(C(=O)OCC)CCCCCCC=C)(C(F)(F)F)F (ethyl 2-(4,4,5,5,5-pentafluoropentyl)-9-decenoate). Reagents/catalysts: C(C1=CC=CC=C1)(P(C1CCCCC1)(C1CCCCC1)C1CCCCC1)P(C1CCCCC1)(C1CCCCC1)C1CCCCC1.Cl[Ru]Cl (Benzylidenebis(tricyclohexyl-phosphine) dichlororuthenium). Run in ClCCl (dichloromethane). Product: O[C@@H]1[C@]2(C)[C@@H](CC1)[C@@H]1[C@@H](CC=3C=C(C=CC3[C@H]1CC2)OC)CC=CCCCCCCC(C(=O)OCC)CCCC(C(F)(F)F)(F)F (ethyl 11-[17β-hydroxy-3-methoxyestra-1,3,5(10)-trien-7α-yl]-2-(4,4,5,5,5-penta-fluoropentyl)-9-undecenoate). The yield is 67.0%. Reaction SMILES: [CH3:1][O:2][C:3]1[CH:20]=[CH:19][C:18]2[C@@H:17]3[C@H:8]([C@H:9]4[C@@:13]([CH2:15][CH2:16]3)([CH3:14])[C@@H:12]([OH:21])[CH2:11][CH2:10]4)[C@H:7]([CH2:22][CH:23]=[CH2:24])[CH2:6][C:5]=2[CH:4]=1.[F:25][C:26]([F:48])([C:44]([F:47])([F:46])[F:45])[CH2:27][CH2:28][CH2:29][CH:30]([CH2:36][CH2:37][CH2:38][CH2:39][CH2:40][CH2:41]C=C)[C:31]([O:33][CH2:34][CH3:35])=[O:32]>ClCCl.C(P(C1CCCCC1)(C1CCCCC1)C1CCCCC1)(P(C1CCCCC1)(C1CCCCC1)C1CCCCC1)C1C=CC=CC=1.Cl[Ru]Cl>[OH:21][C@H:12]1[CH2:11][CH2:10][C@H:9]2[C@H:8]3[C@H:17]([CH2:16][CH2:15][C@:13]12[CH3:14])[C:18]1[CH:19]=[CH:20][C:3]([O:2][CH3:1])=[CH:4][C:5]=1[CH2:6][C@H:7]3[CH2:22][CH:23]=[CH:24][CH2:41][CH2:40][CH2:39][CH2:38][CH2:37][CH2:36][CH:30]([CH2:29][CH2:28][CH2:27][C:26]([F:25])([F:48])[C:44]([F:45])([F:46])[F:47])[C:31]([O:33][CH2:34][CH3:35])=[O:32] |f:3.4|. Reported procedure: Benzylidenebis(tricyclohexyl-phosphine)-dichlororuthenium (98 mg, 0.11 mmol) was added to a solution of 3-methoxy-7α-(2-propenyl)estra-1,3,5(10)-trien-17β-ol (723 mg, 2.21 mmol) and ethyl 2-(4,4,5,5,5-pentafluoropentyl)-9-decenoate (1.59 g, 4.43 mmol) in dichloromethane (20 ml), followed by heating under reflux for 20 hours under argon atmosphere. After cooling, the reaction mixture was concentrated under reduced pressure and the resulting residue was purified by silica gel flash chromatography ... Reactants: FC1=CC=C(C=C1)N1N=CC2=CC(=CC=C12)O[C@@H]([C@H](C)N)C1=CC(=CC=C1)OC ((1R,2S)-1-{[1-(4-fluorophenyl)-1H-indazol-5-yl]oxy}-1-(3-methoxyphenyl)propan-2-amine), O1C(=NC=C1)C(=O)O (oxazole-2-carboxylic acid). Yields the product FC1=CC=C(C=C1)N1N=CC2=CC(=CC=C12)O[C@@H]([C@H](C)NC(=O)C=1OC=CN1)C1=CC(=CC=C1)OC (N-((1R,2S)-1-(1-(4-fluorophenyl)-1H-indazol-5-yloxy)-1-(3-methoxyphenyl)propan-2-yl)oxazole-2-carboxamide). Reaction SMILES: [F:1][C:2]1[CH:7]=[CH:6][C:5]([N:8]2[C:16]3[C:11](=[CH:12][C:13]([O:17][C@H:18]([C:22]4[CH:27]=[CH:26][CH:25]=[C:24]([O:28][CH3:29])[CH:23]=4)[C@@H:19]([NH2:21])[CH3:20])=[CH:14][CH:15]=3)[CH:10]=[N:9]2)=[CH:4][CH:3]=1.[O:30]1[CH:34]=[CH:33][N:32]=[C:31]1[C:35](O)=[O:36]>>[F:1][C:2]1[CH:3]=[CH:4][C:5]([N:8]2[C:16]3[C:11](=[CH:12][C:13]([O:17][C@H:18]([C:22]4[CH:27]=[CH:26][CH:25]=[C:24]([O:28][CH3:29])[CH:23]=4)[C@@H:19]([NH:21][C:35]([C:31]4[O:30][CH:34]=[CH:33][N:32]=4)=[O:36])[CH3:20])=[CH:14][CH:15]=3)[CH:10]=[N:9]2)=[CH:6][CH:7]=1. Reported procedure: Prepared as described in Example 83 using (1R,2S)-1-(1-(4-fluorophenyl)-1H-indazol-5-yloxy)-1-(3-methoxyphenyl)propan-2-amine (6a, 28 mg, 0.07 mmol) and oxazole-2-carboxylic acid (8 mg, 0.07 mmol). Yield 24 mg (69%). The reactants are CC(C)O, CCN(C(C)C)C(C)C, COc1ccc(-c2cc3nccn3c(Cl)n2)cc1OC, NCc1ccncc1. Product: COc1ccc(-c2cc3nccn3c(NCc3ccncc3)n2)cc1OC. RXN SMILES: [CH3:38][CH:39]([OH:40])[CH3:41].[CH:29]([N:30]([CH:31]([CH3:32])[CH3:33])[CH2:34][CH3:35])([CH3:36])[CH3:37].[Cl:1][c:2]1[n:3][c:4](-[c:11]2[cH:12][c:13]([O:19][CH3:20])[c:14]([O:17][CH3:18])[cH:15][cH:16]2)[cH:5][c:6]2[n:7]1[cH:8][cH:9][n:10]2.[NH2:21][CH2:22][c:23]1[cH:24][cH:25][n:26][cH:27][cH:28]1>>[c:2]1([NH:21][CH2:22][c:23]2[cH:24][cH:25][n:26][cH:27][cH:28]2)[n:3][c:4](-[c:11]2[cH:12][c:13]([O:19][CH3:20])[c:14]([O:17][CH3:18])[cH:15][cH:16]2)[cH:5][c:6]2[n:7]1[cH:8][cH:9][n:10]2. The reactants are N1C=C(C2=CC=CC=C12)CCCC(=O)O (3-indole butyric acid), C(C1=CC=CC=C1)N(C(CCC1=CNC2=CC=CC=C12)=O)CCOC1=C(C=CC=C1)OC (N-Benzyl-3-(1H-indol-3-yl)-N-[2-(2-methoxy-phenoxy)-ethyl]-propion-amide). The product is C(C1=CC=CC=C1)N(C(CC(C)C1=CNC2=CC=CC=C12)=O)CCOC1=C(C=CC=C1)OC (N-Benzyl-3-(1H-indol-3-yl)-N-[2-(2-methoxy-phenoxy)-ethyl]-butyr-amide). RXN SMILES: N1C2C(=CC=CC=2)C(CCCC(O)=O)=[CH:2]1.[CH2:16]([N:23]([CH2:37][CH2:38][O:39][C:40]1[CH:45]=[CH:44][CH:43]=[CH:42][C:41]=1[O:46][CH3:47])[C:24](=[O:36])[CH2:25][CH2:26][C:27]1[C:35]2[C:30](=[CH:31][CH:32]=[CH:33][CH:34]=2)[NH:29][CH:28]=1)[C:17]1[CH:22]=[CH:21][CH:20]=[CH:19][CH:18]=1>>[CH2:16]([N:23]([CH2:37][CH2:38][O:39][C:40]1[CH:45]=[CH:44][CH:43]=[CH:42][C:41]=1[O:46][CH3:47])[C:24](=[O:36])[CH2:25][CH:26]([C:27]1[C:35]2[C:30](=[CH:31][CH:32]=[CH:33][CH:34]=2)[NH:29][CH:28]=1)[CH3:2])[C:17]1[CH:18]=[CH:19][CH:20]=[CH:21][CH:22]=1. Procedure details: Replacing 3-indole propionic acid with 3-indole butyric acid (1.8 g, 8.9 mmol) in (4a) above afforded N-benzyl-3-(1H-indol-3-yl)-N-[2-(2-methoxy-phenoxy)-ethyl]buty-anide (1.3 g; 78%) as a white foam. MS FAB m/e 443 (M+H)+ MS FAB m/e 465 (M+Na)+